From a dataset of the Open Reaction Database (ORD), a public repository of structured organic reaction records. describe an organic reaction: reactants, conditions, products, and yield Starting materials: C(C)C=1OC2=C(C(C1C)=O)C=C(C=C2)C(C(=O)OC)C (Methyl 2-[2-ethyl-3-methyl-4-oxo-4H-1-benzopyran-6-yl]propionate), S(=O)(=O)([O-])[O-].[Ba+2] (barium sulphate), CC(=O)C.OS(=O)(=O)O.O=[Cr](=O)=O (Jones reagent). Reagents/catalysts: [Pd] (palladium on carbon), [Pd] (palladium). The solvent is C(C)O (ethanol), CC(=O)C (acetone). The product is C(C)C1OC2=C(C(C1C)=O)C=C(C=C2)C(C(=O)OC)C (Methyl 2-[2,3-dihydro-2-ethyl-3-methyl-4-oxo-4H-1-benzopyran-6-yl]propionate). Reaction SMILES: [CH2:1]([C:3]1[O:4][C:5]2[CH:14]=[CH:13][C:12]([CH:15]([CH3:20])[C:16]([O:18][CH3:19])=[O:17])=[CH:11][C:6]=2[C:7](=[O:10])[C:8]=1[CH3:9])[CH3:2].S([O-])([O-])(=O)=O.[Ba+2].CC(C)=O.OS(O)(=O)=O.O=[Cr](=O)=O>C(O)C.[Pd].CC(C)=O>[CH2:1]([CH:3]1[CH:8]([CH3:9])[C:7](=[O:10])[C:6]2[CH:11]=[C:12]([CH:15]([CH3:20])[C:16]([O:18][CH3:19])=[O:17])[CH:13]=[CH:14][C:5]=2[O:4]1)[CH3:2] |f:1.2,3.4.5|. Procedure: Methyl 2-[2-ethyl-3-methyl-4-oxo-4H-1-benzopyran-6-yl]propionate (6.61 g) was taken up in dry ethanol (150 ml) and hydrogenated at 85 p.s.i. with 5% palladium on carbon (0.2 g) and 5% palladium on barium sulphate (0.49) for a total of 48 hours. The catalyst was removed by filtration (`Hyflo` supercel) and the ethanol removed in vacuo affording an oil. The oil was taken up in acetone (50 ml) and treated with a slight excess of Jones reagent. The excess oxidant was destroyed with methanol and the ...